From a dataset of the Open Reaction Database (ORD), a public repository of structured organic reaction records. describe an organic reaction: reactants, conditions, products, and yield The reactants are C1CCOC1, CCOC(C)=O, O=C(Cl)Oc1ccccc1, Nc1ccccn1. The product is O=C(Nc1ccccn1)Oc1ccccc1. RXN SMILES: [CH2:18]1[O:19][CH2:20][CH2:21][CH2:22]1.[CH3:23][CH2:24][O:25][C:26]([CH3:27])=[O:28].[Cl:8][C:9](=[O:10])[O:11][c:12]1[cH:13][cH:14][cH:15][cH:16][cH:17]1.[NH2:1][c:2]1[n:3][cH:4][cH:5][cH:6][cH:7]1>>[NH:1]([c:2]1[n:3][cH:4][cH:5][cH:6][cH:7]1)[C:9](=[O:10])[O:11][c:12]1[cH:13][cH:14][cH:15][cH:16][cH:17]1. Starting materials: O=C([O-])[O-], Cn1nccc1N, CC1(C)c2cccc(P(c3ccccc3)c3ccccc3)c2Oc2c(P(c3ccccc3)c3ccccc3)cccc21, CN1CCc2cccc(Nc3cc(Cl)ncc3Cl)c2C1=O, [Cs+], [Cs+], CC(=O)[O-], CC(=O)[O-], C1COCCO1, [Pd+2]. Yields the product CN1CCc2cccc(Nc3cc(Nc4ccnn4C)ncc3Cl)c2C1=O. Reaction SMILES: [C:29](=[O:30])([O-:31])[O-:32].[CH3:22][n:23]1[n:24][cH:25][cH:26][c:27]1[NH2:28].[CH3:35][C:36]1([CH3:37])[c:38]2[cH:39][cH:40][cH:41][c:42]([P:43]([c:44]3[cH:45][cH:46][cH:47][cH:48][cH:49]3)[c:50]3[cH:51][cH:52][cH:53][cH:54][cH:55]3)[c:56]2[O:57][c:58]2[c:59]1[cH:60][cH:61][cH:62][c:63]2[P:64]([c:65]1[cH:66][cH:67][cH:68][cH:69][cH:70]1)[c:71]1[cH:72][cH:73][cH:74][cH:75][cH:76]1.[Cl:1][c:2]1[n:3][cH:4][c:5]([Cl:21])[c:6]([NH:8][c:9]2[cH:10][cH:11][cH:12][c:13]3[c:18]2[C:17](=[O:19])[N:16]([CH3:20])[CH2:15][CH2:14]3)[cH:7]1.[Cs+:33].[Cs+:34].[O-:84][C:85]([CH3:86])=[O:87].[O-:88][C:89]([CH3:90])=[O:91].[O:77]1[CH2:78][CH2:79][O:80][CH2:81][CH2:82]1.[Pd+2:83]>>[c:2]1([NH:28][c:27]2[n:23]([CH3:22])[n:24][cH:25][cH:26]2)[n:3][cH:4][c:5]([Cl:21])[c:6]([NH:8][c:9]2[cH:10][cH:11][cH:12][c:13]3[c:18]2[C:17](=[O:19])[N:16]([CH3:20])[CH2:15][CH2:14]3)[cH:7]1. The reactants are COC(=O)C(CC(C)C)SC(c1ccccc1)c1ccc(Br)cc1, CO, ClCCl, Cl, C1CCOC1, O. The product is CC(C)CC(SC(c1ccccc1)c1ccc(Br)cc1)C(=O)O. RXN SMILES: [Br:1][c:2]1[cH:3][cH:4][c:5]([CH:8]([S:9][CH:10]([C:11](=[O:12])[O:13][CH3:14])[CH2:15][CH:16]([CH3:17])[CH3:18])[c:19]2[cH:20][cH:21][cH:22][cH:23][cH:24]2)[cH:6][cH:7]1.[CH3:30][OH:31].[Cl:34][CH2:35][Cl:36].[ClH:33].[O:25]1[CH2:26][CH2:27][CH2:28][CH2:29]1.[OH2:32]>>[Br:1][c:2]1[cH:3][cH:4][c:5]([CH:8]([S:9][CH:10]([C:11](=[O:12])[OH:13])[CH2:15][CH:16]([CH3:17])[CH3:18])[c:19]2[cH:20][cH:21][cH:22][cH:23][cH:24]2)[cH:6][cH:7]1. Starting materials: NC=1C(N(N=CC1)C)=O (4-Amino-2-methyl-2H-pyridazin-3-one), ClC1=C(OC2CCNCC2)C=C(C(=C1)Cl)Cl (4-(2,4,5-trichloro-phénoxy)-piperidine), Cl.FC(C1=C(OC2CCNCC2)C=CC=C1)(F)F (4-(2-Trifluoromethyl-phenoxy)-piperidine hydrochloride). Product: CN1N=CC=C(C1=O)NC(=O)N1CCC(CC1)OC1=C(C=C(C(=C1)Cl)Cl)Cl (4-(2,4,5-trichloro-phenoxy)-piperidine-1-carboxylic acid (2-methyl-3-oxo-2,3-dihydro-pyridazin-4-yl)-amide). Yield: 46.0%. RXN SMILES: [NH2:1][C:2]1[C:3](=[O:9])[N:4]([CH3:8])[N:5]=[CH:6][CH:7]=1.[Cl:10][C:11]1[CH:23]=[C:22]([Cl:24])[C:21]([Cl:25])=[CH:20][C:12]=1[O:13][CH:14]1[CH2:19][CH2:18][NH:17][CH2:16][CH2:15]1.Cl.FC(F)(F)C1C=CC=C[C:30]=1[O:31]C1CCNCC1>>[CH3:8][N:4]1[C:3](=[O:9])[C:2]([NH:1][C:30]([N:17]2[CH2:18][CH2:19][CH:14]([O:13][C:12]3[CH:20]=[C:21]([Cl:25])[C:22]([Cl:24])=[CH:23][C:11]=3[Cl:10])[CH2:15][CH2:16]2)=[O:31])=[CH:7][CH:6]=[N:5]1 |f:2.3|. Procedure: Compound 70 is prepared from intermediate 4c and from 4-(2,4,5-trichloro-phénoxy)-piperidine (obtained following the method described for intermediate 1a) applying synthesis method 7 (yield: 46%). Starting materials: CCO, CC(C)(C)OC(=O)NCCc1ccc(OCCC2C3CC4CC(C3)CC2C4)cc1, Cl. The product is NCCc1ccc(OCCC2C3CC4CC(C3)CC2C4)cc1. RXN SMILES: [CH3:31][CH2:32][OH:33].[CH:1]12[CH:2]([CH2:11][CH2:12][O:13][c:14]3[cH:15][cH:16][c:17]([CH2:20][CH2:21][NH:22][C:23](=[O:24])[O:25][C:26]([CH3:27])([CH3:28])[CH3:29])[cH:18][cH:19]3)[CH:3]3[CH2:4][CH:5]([CH2:6][CH:7]([CH2:8]1)[CH2:9]3)[CH2:10]2.[ClH:30]>>[CH:1]12[CH:2]([CH2:11][CH2:12][O:13][c:14]3[cH:15][cH:16][c:17]([CH2:20][CH2:21][NH2:22])[cH:18][cH:19]3)[CH:3]3[CH2:4][CH:5]([CH2:6][CH:7]([CH2:8]1)[CH2:9]3)[CH2:10]2. The reactants are CC(C)C(=O)Nc1cccc(C2CCNCC2)c1, OCCCCCl. Yields the product CC(C)C(=O)Nc1cccc(C2CCN(CCCCO)CC2)c1. As a reaction SMILES: [CH3:7][CH:8]([C:9](=[O:10])[NH:11][c:12]1[cH:13][c:14]([CH:18]2[CH2:19][CH2:20][NH:21][CH2:22][CH2:23]2)[cH:15][cH:16][cH:17]1)[CH3:24].[Cl:1][CH2:2][CH2:3][CH2:4][CH2:5][OH:6]>>[CH2:2]([CH2:3][CH2:4][CH2:5][OH:6])[N:21]1[CH2:20][CH2:19][CH:18]([c:14]2[cH:13][c:12]([NH:11][C:9]([CH:8]([CH3:7])[CH3:24])=[O:10])[cH:17][cH:16][cH:15]2)[CH2:23][CH2:22]1.